Dataset: the Open Reaction Database (ORD), a public repository of structured organic reaction records. Task: describe an organic reaction: reactants, conditions, products, and yield Reactants: C(C1=CC=CC=C1)(=O)C1=C(C=CC=C1)CCC(=O)O (o-benzoyl-β-phenylpropionic acid), [Cl-].[Al+3].[Cl-].[Cl-] (aluminum chloride), [Cl-].[Na+] (sodium chloride). The solvent is O (water). Reaction conditions: temperature 160 celsius. Product: C(C1=CC=CC=C1)(=O)C1=C2CCC(C2=CC=C1)=O (4-benzoylindan-1-one). RXN SMILES: [C:1]([C:9]1[CH:14]=[CH:13][CH:12]=[CH:11][C:10]=1[CH2:15][CH2:16][C:17]([OH:19])=O)(=[O:8])[C:2]1[CH:7]=[CH:6][CH:5]=[CH:4][CH:3]=1.[Cl-].[Al+3].[Cl-].[Cl-].[Cl-].[Na+]>O>[C:1]([C:9]1[CH:14]=[CH:13][CH:12]=[C:11]2[C:10]=1[CH2:15][CH2:16][C:17]2=[O:19])(=[O:8])[C:2]1[CH:3]=[CH:4][CH:5]=[CH:6][CH:7]=1 |f:1.2.3.4,5.6|. Reported procedure: Five g. of o-benzoyl-β-phenylpropionic acid, 13 g. of anhydrous aluminum chloride and 1.3 g. of sodium chloride are admixed together and heated at 160° C for 1 hour. After cooling, water is added to the mixture, followed by extraction with chloroform. The extract is washed with a 5% aqueous solution of sodium bicarbonate and water in that order and, then, dried. The solvent is distilled off under reduced pressure and the residue is dissolved in ethanol. The solution is decolorized with activated... Starting materials: FC(F)(F)c1cccc(Cl)c1CBr, O=C([O-])[O-], CCCC(F)CN1CCC(NC(=O)C2(CC(=O)OC(C)(C)C)CN(Cc3ccccc3)CC2C)CC1, CO, CN(C)C=O, [K+], [K+], [OH-], [OH-], O, [Pd+2]. Yields the product CCCC(F)CN1CCC(NC(=O)C2(CC(=O)OC(C)(C)C)CN(Cc3c(Cl)cccc3C(F)(F)F)CC2C)CC1. As a reaction SMILES: [Br:39][CH2:40][c:41]1[c:42]([Cl:51])[cH:43][cH:44][cH:45][c:46]1[C:47]([F:48])([F:49])[F:50].[C:52](=[O:53])([O-:54])[O-:55].[CH2:1]([c:2]1[cH:3][cH:4][cH:5][cH:6][cH:7]1)[N:8]1[CH2:9][C:10]([C:14]([NH:15][CH:16]2[CH2:17][CH2:18][N:19]([CH2:22][CH:23]([CH2:24][CH2:25][CH3:26])[F:27])[CH2:20][CH2:21]2)=[O:28])([CH2:29][C:30](=[O:31])[O:32][C:33]([CH3:34])([CH3:35])[CH3:36])[CH:11]([CH3:13])[CH2:12]1.[CH3:37][OH:38].[CH3:62][N:63]([CH3:64])[CH:65]=[O:66].[K+:56].[K+:57].[OH-:58].[OH-:60].[OH2:61].[Pd+2:59]>>[N:8]1([CH2:40][c:41]2[c:42]([Cl:51])[cH:43][cH:44][cH:45][c:46]2[C:47]([F:48])([F:49])[F:50])[CH2:9][C:10]([C:14]([NH:15][CH:16]2[CH2:17][CH2:18][N:19]([CH2:22][CH:23]([CH2:24][CH2:25][CH3:26])[F:27])[CH2:20][CH2:21]2)=[O:28])([CH2:29][C:30](=[O:31])[O:32][C:33]([CH3:34])([CH3:35])[CH3:36])[CH:11]([CH3:13])[CH2:12]1. Starting materials: C(C1=CC=CC=C1)OC1=CC=C2C(=N1)NC=N2 (5-(benzyloxy)-3H-imidazo[4,5-b]pyridine), BrC1=C(C=CC=C1)B(O)O (2-bromophenylboronic acid). Product: BrC1=C(C=CC=C1)N1C=NC=2C1=NC(=CC2)O (3-(2-Bromophenyl)-3H-imidazo[4,5-b]pyridin-5-ol). Reaction SMILES: C([O:8][C:9]1[N:14]=[C:13]2[NH:15][CH:16]=[N:17][C:12]2=[CH:11][CH:10]=1)C1C=CC=CC=1.[Br:18][C:19]1[CH:24]=[CH:23][CH:22]=[CH:21][C:20]=1B(O)O>>[Br:18][C:19]1[CH:24]=[CH:23][CH:22]=[CH:21][C:20]=1[N:15]1[C:13]2=[N:14][C:9]([OH:8])=[CH:10][CH:11]=[C:12]2[N:17]=[CH:16]1. Reported procedure: From 5-(benzyloxy)-3H-imidazo[4,5-b]pyridine and 2-bromophenylboronic acid, prepared in a similar manner as the one described in Example 1.26, the title compound was obtained. LCMS m/z=289.9[M+H]+; 1H NMR (400 MHz, DMSO-d6) δ ppm 6.59 (d, J=8.6 Hz, 1H), 7.52 (td, J1=7.9 Hz, J2=1.8 Hz, 1H), 7.61 (td, J1=7.5 Hz, J2=1.4 Hz, 1H), 7.67 (dd, J1=7.8, J2=1.7 Hz, 1H), 7.89 (dd, J1=8.0, J2=1.3 Hz, 1H), 8.01 (d, J=8.6 Hz, 1H), 8.28 (s, 1H), 10.86 (s, 1H). Reactants: O=C(O)c1ccc(N2CC(F)(F)C2)c(OCC2CC2)n1, CNC(=O)C(N)CC(C)(C)C. The product is CNC(=O)C(CC(C)(C)C)NC(=O)c1ccc(N2CC(F)(F)C2)c(OCC2CC2)n1. Reaction SMILES: [CH:1]1([CH2:4][O:5][c:6]2[c:7]([N:15]3[CH2:16][C:17]([F:19])([F:20])[CH2:18]3)[cH:8][cH:9][c:10]([C:12](=[O:13])[OH:14])[n:11]2)[CH2:2][CH2:3]1.[NH2:21][CH:22]([C:23](=[O:24])[NH:25][CH3:26])[CH2:27][C:28]([CH3:29])([CH3:30])[CH3:31]>>[CH:1]1([CH2:4][O:5][c:6]2[c:7]([N:15]3[CH2:16][C:17]([F:19])([F:20])[CH2:18]3)[cH:8][cH:9][c:10]([C:12](=[O:14])[NH:21][CH:22]([C:23](=[O:24])[NH:25][CH3:26])[CH2:27][C:28]([CH3:29])([CH3:30])[CH3:31])[n:11]2)[CH2:2][CH2:3]1. Reactants: ClC=1C(=NC=CN1)OC1=CC=C(C=C1)NC1=NC=CC=C1 (N-(4-(3-chloropyrazin-2-yloxy)phenyl)pyridin-2-amine), CC1=NC=CC(=C1)B(O)O (2-methylpyridin-4-ylboronic acid), crude product, C([O-])([O-])=O.[Cs+].[Cs+] (cesium carbonate). Reagents/catalysts: Cl[Pd]([P](C1=CC=CC=C1)(C2=CC=CC=C2)C3=CC=CC=C3)([P](C4=CC=CC=C4)(C5=CC=CC=C5)C6=CC=CC=C6)Cl (trans-dichlorobis(triphenylphosphine)palladium). The solvent is COCCOC (DME). Reaction conditions: time 8 hour. Product: CC1=NC=CC(=C1)C=1C(=NC=CN1)OC1=CC=C(C=C1)NC1=NC=CC=C1 (N-(4-(3-(2-methylpyridin-4-yl)pyrazin-2-yloxy)phenyl)pyridin-2-amine). RXN SMILES: Cl[C:2]1[C:3]([O:8][C:9]2[CH:14]=[CH:13][C:12]([NH:15][C:16]3[CH:21]=[CH:20][CH:19]=[CH:18][N:17]=3)=[CH:11][CH:10]=2)=[N:4][CH:5]=[CH:6][N:7]=1.[CH3:22][C:23]1[CH:28]=[C:27](B(O)O)[CH:26]=[CH:25][N:24]=1.C(=O)([O-])[O-].[Cs+].[Cs+]>COCCOC.Cl[Pd](Cl)([P](C1C=CC=CC=1)(C1C=CC=CC=1)C1C=CC=CC=1)[P](C1C=CC=CC=1)(C1C=CC=CC=1)C1C=CC=CC=1>[CH3:22][C:23]1[CH:28]=[C:27]([C:2]2[C:3]([O:8][C:9]3[CH:14]=[CH:13][C:12]([NH:15][C:16]4[CH:21]=[CH:20][CH:19]=[CH:18][N:17]=4)=[CH:11][CH:10]=3)=[N:4][CH:5]=[CH:6][N:7]=2)[CH:26]=[CH:25][N:24]=1 |f:2.3.4,^1:46,65|. Reported procedure: To a 50 mL round-bottomed flask was added N-(4-(3-chloropyrazin-2-yloxy)phenyl)pyridin-2-amine (0.2890 g, 0.967 mmol), 2-methylpyridin-4-ylboronic acid (0.1684 g, 1.20 mmol), and trans-dichlorobis(triphenylphosphine)palladium (II) (0.0355 g, 0.0484 mmol) in DME. An aqueous solution of cesium carbonate (0.213 ml, 2.61 mmol) was added and the temperature was brought to 80° C. to stir overnight. The crude product was adsorbed onto a plug of silica gel and chromatographed to provide N-(4-(3-(2-methy... Procedure details: 1 g of desyl benzoate and 0.5 g of thiourea (2 eq.) are added to 10 ml of dimethylformamide in a reactor. The solution is left stirring at 160° C. for 7 hours. Starting materials: C(C1=CC=CC=C1)(=O)OC(C(C1=CC=CC=C1)=O)C1=CC=CC=C1 (desyl benzoate), NC(=S)N (thiourea). Conditions: temperature 160 celsius, time 7 hour. As a reaction SMILES: [C:1]([O:9][CH:10]([C:19]1[CH:24]=[CH:23][CH:22]=[CH:21][CH:20]=1)[C:11](=O)[C:12]1[CH:17]=[CH:16][CH:15]=[CH:14][CH:13]=1)(=O)[C:2]1[CH:7]=[CH:6][CH:5]=[CH:4][CH:3]=1.[NH2:25]C(N)=S>CN(C)C=O>[C:2]1([C:1]2[O:9][C:10]([C:19]3[CH:24]=[CH:23][CH:22]=[CH:21][CH:20]=3)=[C:11]([C:12]3[CH:17]=[CH:16][CH:15]=[CH:14][CH:13]=3)[N:25]=2)[CH:7]=[CH:6][CH:5]=[CH:4][CH:3]=1. The product is C1(=CC=CC=C1)C=1OC(=C(N1)C1=CC=CC=C1)C1=CC=CC=C1 (2,4,5-triphenyloxazole). Run in CN(C=O)C (dimethylformamide).